Dataset: the Open Reaction Database (ORD), a public repository of structured organic reaction records. Task: describe an organic reaction: reactants, conditions, products, and yield Reactants: COc1ccc(C=C(C#N)c2ccc(O)cc2)cc1OC, CC(=O)OC(C)=O, c1ccncc1. Product: COc1ccc(C=C(C#N)c2ccc(OC(C)=O)cc2)cc1OC. RXN SMILES: [CH3:1][O:2][c:3]1[cH:4][c:5]([CH:11]=[C:12]([C:13]#[N:14])[c:15]2[cH:16][cH:17][c:18]([OH:21])[cH:19][cH:20]2)[cH:6][cH:7][c:8]1[O:9][CH3:10].[CH3:22][C:23](=[O:24])[O:25][C:26](=[O:27])[CH3:28].[cH:29]1[cH:30][cH:31][n:32][cH:33][cH:34]1>>[CH3:1][O:2][c:3]1[cH:4][c:5]([CH:11]=[C:12]([C:13]#[N:14])[c:15]2[cH:16][cH:17][c:18]([O:21][C:23]([CH3:22])=[O:24])[cH:19][cH:20]2)[cH:6][cH:7][c:8]1[O:9][CH3:10].